Dataset: the Open Reaction Database (ORD), a public repository of structured organic reaction records. Task: describe an organic reaction: reactants, conditions, products, and yield The reactants are CCOC(C)=O, CN(C)C=O, Oc1cccnc1Cl, Cl, [I-], NCl, [Na+], O. The product is Oc1ccc(I)nc1Cl. As a reaction SMILES: [CH3:12][CH2:13][O:14][C:15](=[O:16])[CH3:17].[CH3:18][N:19]([CH3:20])[CH:21]=[O:22].[Cl:1][c:2]1[n:3][cH:4][cH:5][cH:6][c:7]1[OH:8].[ClH:11].[I-:10].[NH2:23][Cl:24].[Na+:9].[OH2:25]>>[Cl:1][c:2]1[n:3][c:4]([I:10])[cH:5][cH:6][c:7]1[OH:8]. The reactants are C1(CCCCC1)ON1C(CC(CC1(C)C)=O)(C)C (1-cyclohexyloxy-2,2,6,6-tetramethylpiperidin-4-one), OCC(C)(CO)CO (1,1,1-tris(hydroxymethyl)ethane), C1(=CC=C(C=C1)S(=O)(=O)O)C (p-toluenesulfonic acid). Yields the product OCC1(COC2(OC1)CC(N(C(C2)(C)C)OC2CCCCC2)(C)C)C (3-Hydroxymethyl-3,8,8,10,10-pentamethyl-9-cyclohexyloxy-9-aza-1,5-dioxaspiro[5.5]undecane). Reaction SMILES: [CH:1]1([O:7][N:8]2[C:13]([CH3:15])([CH3:14])[CH2:12][C:11](=[O:16])[CH2:10][C:9]2([CH3:18])[CH3:17])[CH2:6][CH2:5][CH2:4][CH2:3][CH2:2]1.[OH:19][CH2:20][C:21]([CH2:25]O)([CH2:23][OH:24])[CH3:22].C1(C)C=CC(S(O)(=O)=O)=CC=1>>[OH:19][CH2:20][C:21]1([CH3:25])[CH2:23][O:24][C:11]2([CH2:12][C:13]([CH3:14])([CH3:15])[N:8]([O:7][CH:1]3[CH2:2][CH2:3][CH2:4][CH2:5][CH2:6]3)[C:9]([CH3:18])([CH3:17])[CH2:10]2)[O:16][CH2:22]1. Procedure details: The title compound is prepared from by the reaction of 1-cyclohexyloxy-2,2,6,6-tetramethylpiperidin-4-one and 1,1,1-tris(hydroxymethyl)ethane in the presence of p-toluenesulfonic acid.